Dataset: the Open Reaction Database (ORD), a public repository of structured organic reaction records. Task: describe an organic reaction: reactants, conditions, products, and yield Starting materials: N1CCC(CC1)C1=C2CC(NC2=CC=C1)=O (4-Piperidin-4-yl-1,3-dihydroindol-2-one), N1(CCOCC1)CCOC=1C=C2C=C(NC2=CC1)C=O (5-(2-morpholin-4-yl-ethoxy)-1H-indole-2-carbaldehyde). Yields the product N1(CCOCC1)CCOC=1C=C2C=C(NC2=CC1)C=C1C(NC2=CC=CC(=C12)C1CCNCC1)=O (3-[5-(2-Morpholin-4-yl-ethoxy)-1H-indol-2-ylmethylene]-4-piperidin-4-yl-1,3-dihydroindol-2-one). RXN SMILES: [NH:1]1[CH2:6][CH2:5][CH:4]([C:7]2[CH:15]=[CH:14][CH:13]=[C:12]3[C:8]=2[CH2:9][C:10](=[O:16])[NH:11]3)[CH2:3][CH2:2]1.[N:17]1([CH2:23][CH2:24][O:25][C:26]2[CH:27]=[C:28]3[C:32](=[CH:33][CH:34]=2)[NH:31][C:30]([CH:35]=O)=[CH:29]3)[CH2:22][CH2:21][O:20][CH2:19][CH2:18]1>>[N:17]1([CH2:23][CH2:24][O:25][C:26]2[CH:27]=[C:28]3[C:32](=[CH:33][CH:34]=2)[NH:31][C:30]([CH:35]=[C:9]2[C:8]4[C:12](=[CH:13][CH:14]=[CH:15][C:7]=4[CH:4]4[CH2:3][CH2:2][NH:1][CH2:6][CH2:5]4)[NH:11][C:10]2=[O:16])=[CH:29]3)[CH2:18][CH2:19][O:20][CH2:21][CH2:22]1. Procedure: 4-Piperidin-4-yl-1,3-dihydroindol-2-one (45 mg, 0.2 mmol) was condensed with (5-(2-morpholin-4-yl-ethoxy)-1H-indole-2-carbaldehyde (60 mg, 0.23 mmol) to give the title compound. Reactants: CCCCCCCCC=CCCCCl, CCCCCCCCC=CCCCCl, CC(=O)[O-], CC(=O)O, [K+]. Yields the product CCCCCCCCC=CCCCOC(C)=O. Reaction SMILES: [CH2:15]([Cl:16])[CH2:17][CH2:18][CH:19]=[CH:20][CH2:21][CH2:22][CH2:23][CH2:24][CH2:25][CH2:26][CH2:27][CH3:28].[CH2:1]([CH2:2][CH2:3][CH:4]=[CH:5][CH2:6][CH2:7][CH2:8][CH2:9][CH2:10][CH2:11][CH2:12][CH3:13])[Cl:14].[CH3:30][C:31]([O-:32])=[O:33].[CH3:34][C:35](=[O:36])[OH:37].[K+:29]>>[CH2:1]([CH2:2][CH2:3][CH:4]=[CH:5][CH2:6][CH2:7][CH2:8][CH2:9][CH2:10][CH2:11][CH2:12][CH3:13])[O:33][C:31]([CH3:30])=[O:32]. Reactants: COCCOC, CN1CCOCC1, CC(=O)O, CCCCCC, FC(F)(F)c1cc(CBr)cc(C(F)(F)F)c1, [Hg], NCc1cc(C(F)(F)F)ccc1N. Yields the product Nc1ccc(C(F)(F)F)cc1CNCc1cc(C(F)(F)F)cc(C(F)(F)F)c1. RXN SMILES: [CH2:41]([CH2:42][O:43][CH3:44])[O:45][CH3:46].[CH3:14][N:15]1[CH2:16][CH2:17][O:18][CH2:19][CH2:20]1.[CH3:37][C:38](=[O:39])[OH:40].[CH3:47][CH2:48][CH2:49][CH2:50][CH2:51][CH3:52].[F:21][C:22]([c:23]1[cH:24][c:25]([CH2:26][Br:27])[cH:28][c:29]([C:31]([F:32])([F:33])[F:34])[cH:30]1)([F:35])[F:36].[Hg:53].[NH2:1][CH2:2][c:3]1[c:4]([NH2:13])[cH:5][cH:6][c:7]([C:9]([F:10])([F:11])[F:12])[cH:8]1>>[NH:1]([CH2:2][c:3]1[c:4]([NH2:13])[cH:5][cH:6][c:7]([C:9]([F:10])([F:11])[F:12])[cH:8]1)[CH2:26][c:25]1[cH:24][c:23]([C:22]([F:21])([F:35])[F:36])[cH:30][c:29]([C:31]([F:32])([F:33])[F:34])[cH:28]1. Reactants: ClC=1C=CC2=C(OC(=C2O)C#N)C1 (6-Chloro-3-hydroxybenzo[b]furan-2-carbonitrile), CNN (methyl hydrazine). Solvent: C1=CC=CC=C1 (benzene). Product: CNNC(=N)C1=C(C2=C(O1)C=CC=C2)O (3-hydroxybenzo[b]furan-2-carboximidic acid, 2-methylhydrazide). The yield is 43.7%. RXN SMILES: Cl[C:2]1[CH:3]=[CH:4][C:5]2[C:9]([OH:10])=[C:8]([C:11]#[N:12])[O:7][C:6]=2[CH:13]=1.[CH3:14][NH:15][NH2:16]>C1C=CC=CC=1>[CH3:14][NH:15][NH:16][C:11]([C:8]1[O:7][C:6]2[CH:13]=[CH:2][CH:3]=[CH:4][C:5]=2[C:9]=1[OH:10])=[NH:12]. Procedure: 3-Hydroxybenzo[b]furo-2-carbonitrile (1.40 g, 8.8 mmol, described in Example 3) was dissolved with heating in benzene (50 mL) and methyl hydrazine (1 mL, ca. 19 mmol) was added. The solution was stirred and refluxed for 2 hr and evaporated to dryness. The pasty residue (ca. 2 g) was applied in chloroform solution to chromatography on neutral alumina. Elution with 2% MeOH in CHCl3 (v/v) gave 3-hydroxybenzo[b]furan-2-carboximidic acid, 2-methylhydrazide (0.79 g): IR (CHCl3) 3510, 3480, 3450, 3200,...